From a dataset of the Open Reaction Database (ORD), a public repository of structured organic reaction records. describe an organic reaction: reactants, conditions, products, and yield Reactants: CCOC(=O)CNc1nc(Cl)cc(Cl)n1, CCO, NCc1ccc(Cl)cc1, [Na+], [Na+], O=C([O-])[O-]. The product is CCOC(=O)CNc1nc(Cl)cc(NCc2ccc(Cl)cc2)n1. Reaction SMILES: [CH2:1]([CH3:2])[O:3][C:4]([CH2:5][NH:6][c:7]1[n:8][c:9]([Cl:14])[cH:10][c:11]([Cl:13])[n:12]1)=[O:15].[CH3:31][CH2:32][OH:33].[Cl:16][c:17]1[cH:18][cH:19][c:20]([CH2:21][NH2:22])[cH:23][cH:24]1.[Na+:25].[Na+:26].[O-:27][C:28](=[O:29])[O-:30]>>[CH2:1]([CH3:2])[O:3][C:4]([CH2:5][NH:6][c:7]1[n:8][c:9]([Cl:14])[cH:10][c:11]([NH:22][CH2:21][c:20]2[cH:19][cH:18][c:17]([Cl:16])[cH:24][cH:23]2)[n:12]1)=[O:15]. The reactants are CCCCCCCN, Cc1ccccc1, O=C(Nc1ccccc1C(=O)NC1CCN(C(=O)Oc2ccccc2)CC1)Oc1ccccc1. Product: CCCCCCCNC(=O)Nc1ccccc1C(=O)NC1CCN(C(=O)Oc2ccccc2)CC1. Reaction SMILES: [CH2:35]([CH2:36][CH2:37][CH2:38][CH2:39][CH2:40][CH3:41])[NH2:42].[CH3:43][c:44]1[cH:45][cH:46][cH:47][cH:48][cH:49]1.[O:1]([c:2]1[cH:3][cH:4][cH:5][cH:6][cH:7]1)[C:8](=[O:9])[NH:10][c:11]1[c:12]([C:13](=[O:14])[NH:15][CH:16]2[CH2:17][CH2:18][N:19]([C:22](=[O:23])[O:24][c:25]3[cH:26][cH:27][cH:28][cH:29][cH:30]3)[CH2:20][CH2:21]2)[cH:31][cH:32][cH:33][cH:34]1>>[C:8](=[O:9])([NH:10][c:11]1[c:12]([C:13](=[O:14])[NH:15][CH:16]2[CH2:17][CH2:18][N:19]([C:22](=[O:23])[O:24][c:25]3[cH:26][cH:27][cH:28][cH:29][cH:30]3)[CH2:20][CH2:21]2)[cH:31][cH:32][cH:33][cH:34]1)[NH:42][CH2:35][CH2:36][CH2:37][CH2:38][CH2:39][CH2:40][CH3:41]. The reactants are COC1OC(CC1)OC (2,5-dimethoxy-tetrahydrofuran), C(CC(O)(C(=O)[O-])CC(=O)[O-])(=O)[O-].[Na+].[Na+].[Na+] (sodium citrate), C(C)N (ethylamine), Cl (hydrochloric acid), C(C(=O)CC(=O)O)C(=O)O (acetonedicarboxylic acid), C(=O)=O (carbon dioxide). The solvent is O (water), O (water), O (water). Conditions: time 15 minute. The product is C(C)N1C2CC(CC1CC2)=O (8-ethyl-8-azabicyclo-[3.2.1]-octan-3-one). Isolated yield 45.9%. As a reaction SMILES: CO[CH:3]1[CH2:7][CH2:6][CH:5](OC)[O:4]1.Cl.C(C(O)=O)[C:12]([CH2:14][C:15](O)=O)=O.C([O-])(=O)CC(CC([O-])=O)(C([O-])=O)O.[Na+].[Na+].[Na+].[CH2:37]([NH2:39])[CH3:38].C(=O)=O>O>[CH2:37]([N:39]1[CH:6]2[CH2:5][CH2:12][CH:14]1[CH2:15][C:3](=[O:4])[CH2:7]2)[CH3:38] |f:3.4.5.6|. Reported procedure: 52 ml of 2,5-dimethoxy-tetrahydrofuran (0.402 moles) are dissolved in 58 ml of water and acidified with 1.2 ml of 37% hydrochloric acid. After 15 minutes, 58 g of acetonedicarboxylic acid (0.397 moles) are added followed by 40.4 g of tribasic sodium citrate bihydrate (0.137 moles) dissolved in 58 ml of water. 18.5 g of ethylamine (0.411 moles) in 35 ml of water are then dripped in. The mixture is left stirring until carbon dioxide ceases to be evolved. It is then saturated with K2CO3 and extract... Starting materials: C(C)(C)(C)C1=CC=C(C(=O)C2C(CCCC2)=O)C=C1 (2-(4-tert-butylbenzoyl)cyclohexanone), COC([C@@H](N)CC1=CC=C(C=C1)O)=O (L-tyrosine methyl ester), O (water), crude product, CO (methanol). Reagents/catalysts: [Pd] (palladium on carbon). The solvent is C1(=CC=CC=C1)OC (anisole). Reaction conditions: temperature 80 celsius, time 48 hour. Product: COC(C(CC1=CC=C(C=C1)O)NC1=C(C=CC=C1)C(C1=CC=C(C=C1)C(C)(C)C)=O)=O (2-[(2-(4-tert-butylbenzoyl)phenyl)amino]-3-(4-hydroxyphenyl)-propionic acid methyl ester). The yield is 41.0%. RXN SMILES: [C:1]([C:5]1[CH:19]=[CH:18][C:8]([C:9]([CH:11]2[CH2:16][CH2:15][CH2:14][CH2:13][C:12]2=O)=[O:10])=[CH:7][CH:6]=1)([CH3:4])([CH3:3])[CH3:2].[CH3:20][O:21][C:22](=[O:33])[C@H:23]([CH2:25][C:26]1[CH:31]=[CH:30][C:29]([OH:32])=[CH:28][CH:27]=1)[NH2:24].O.CO>C1(OC)C=CC=CC=1.[Pd]>[CH3:20][O:21][C:22](=[O:33])[CH:23]([NH:24][C:12]1[CH:13]=[CH:14][CH:15]=[CH:16][C:11]=1[C:9](=[O:10])[C:8]1[CH:18]=[CH:19][C:5]([C:1]([CH3:4])([CH3:3])[CH3:2])=[CH:6][CH:7]=1)[CH2:25][C:26]1[CH:31]=[CH:30][C:29]([OH:32])=[CH:28][CH:27]=1. Procedure details: To a mixture of 2-(4-tert-butylbenzoyl)cyclohexanone (116.1 g, 0.45 mol), L-tyrosine methyl ester (78.0 g, 0.40 mol) in anisole (1000 ml) is added 5% palladium on carbon (20 g), then the mixture is heated to reflux for 2 h while the resulting water is removed by a Dean-Stark apparatus. The mixture is cooled to 80° C., and the Pd/C is filtered and washed with anisole (3×60 ml). The mixture is cooled to 40° C., hexane (1000 ml) is added and the mixture kept at −20° C. for 48 h. The solid is filter... The reactants are C(C)OC(=O)C=1C=NN(C1COCC)C(C)(C)C (1-tert-butyl-5-ethoxymethyl-1H-pyrazole-4-carboxylic acid ethyl ester), O.[OH-].[Li+] (lithium hydroxide monohydrate), [OH-].[Na+] (sodium hydroxide). The solvent is CO (methanol), O (water). Conditions: temperature 100 celsius. The product is C(C)(C)(C)N1N=CC(=C1COCC)C(=O)O (1-tert-butyl-5-ethoxymethyl-1H-pyrazole-4-carboxylic acid). The yield is 87.8%. As a reaction SMILES: C([O:3][C:4]([C:6]1[CH:7]=[N:8][N:9]([C:15]([CH3:18])([CH3:17])[CH3:16])[C:10]=1[CH2:11][O:12][CH2:13][CH3:14])=[O:5])C.O.[OH-].[Li+].[OH-].[Na+]>CO.O>[C:15]([N:9]1[C:10]([CH2:11][O:12][CH2:13][CH3:14])=[C:6]([C:4]([OH:5])=[O:3])[CH:7]=[N:8]1)([CH3:16])([CH3:17])[CH3:18] |f:1.2.3,4.5|. Procedure: A solution of 1-tert-butyl-5-ethoxymethyl-1H-pyrazole-4-carboxylic acid ethyl ester (99.8 mg, 0.39 mmol) in methanol (0.5 mL) and water (0.5 mL) at 25° C. was treated with lithium hydroxide monohydrate (20.2 mg, 0.48 mmol). The reaction mixture was fitted with a reflux condenser and was then heated to 100° C. for 2 h. At this time, the reaction was concentrated in vacuo. The resulting residue was acidified to pH=1 with a 1N aqueous hydrochloric acid solution. A cloudy mixture resulted. The mater... The product is CCC1=C[C@H]2C[C@]3([C@@H]1[N@@+](C2)(CCC4=C3NC5=CC=CC=C45)[O-])C(=O)OC (catharanthine N-oxide). Solvent: C(Cl)Cl (methylene chloride). Reported procedure: To a solution of catharanthine (Formula III, 200 mg, 0.6 mmol) in dry methylene chloride (2 ml) at −20° C. under a positive atmosphere of argon was added m-chloroperbenzoic acid (132 mg, 0.8 mmol), and the mixture was stirred for 5 minutes. To the catharanthine N-oxide (IIIa; R═COOCH3; R1, R2, R3, and R4=H), thus formed was added a solution of vindoline (IV, 270 mg, 0.6 mmol) in methylene chloride (1 ml) and the mixture was cooled to −60° C. Trifluoroacetic anhydride (0.2 ml, 1.5 mmol) was added... The reactants are CCC1=C[C@H]2C[C@]3([C@@H]1N(C2)CCC4=C3NC5=CC=CC=C45)C(=O)OC (catharanthine), CCC1=C[C@H]2C[C@]3([C@@H]1N(C2)CCC4=C3NC5=CC=CC=C45)C(=O)OC (catharanthine), ClC1=CC(=CC=C1)C(=O)OO (m-chloroperbenzoic acid). Run at time 5 minute. As a reaction SMILES: [CH3:1][CH2:2][C:3]1[C@H:8]2[N:9]3[CH2:11][CH2:12][C:13]4[C:21]5[C:16](=[CH:17][CH:18]=[CH:19][CH:20]=5)[NH:15][C:14]=4[C@@:7]2([C:22]([O:24][CH3:25])=[O:23])[CH2:6][C@@H:5]([CH2:10]3)[CH:4]=1.ClC1C=CC=C(C(OO)=[O:34])C=1>C(Cl)Cl>[CH3:1][CH2:2][C:3]1[C@H:8]2[N@+:9]3([O-:34])[CH2:11][CH2:12][C:13]4[C:21]5[C:16](=[CH:17][CH:18]=[CH:19][CH:20]=5)[NH:15][C:14]=4[C@@:7]2([C:22]([O:24][CH3:25])=[O:23])[CH2:6][C@@H:5]([CH2:10]3)[CH:4]=1. Reactants: ClC(SCl)(Cl)Cl (trichloromethane sulphenyl chloride), ClCCl (dichloromethane), ClCCl (dichloromethane), ice, [OH-].[Na+] (sodium hydroxide), C(#N)C=1C(NC(N(C1)C1=C(C=CC=C1C)C)=O)=O (5-cyano-1-(2,6-dimethylphenyl)uracil). Solvent: O (water). Reaction conditions: time 22 minute. Product: C(#N)C=1C(N(C(N(C1)C1=C(C=CC=C1C)C)=O)SC(Cl)(Cl)Cl)=O (5-cyano-1-(2,6-dimethylphenyl)-3-trichloromethanesulphenyluracil). Reaction SMILES: [OH-].[Na+].[C:3]([C:5]1[C:6](=[O:20])[NH:7][C:8](=[O:19])[N:9]([C:11]2[C:16]([CH3:17])=[CH:15][CH:14]=[CH:13][C:12]=2[CH3:18])[CH:10]=1)#[N:4].ClCCl.[Cl:24][C:25]([Cl:29])([Cl:28])[S:26]Cl>O>[C:3]([C:5]1[C:6](=[O:20])[N:7]([S:26][C:25]([Cl:29])([Cl:28])[Cl:24])[C:8](=[O:19])[N:9]([C:11]2[C:16]([CH3:17])=[CH:15][CH:14]=[CH:13][C:12]=2[CH3:18])[CH:10]=1)#[N:4] |f:0.1|. Procedure details: To an ice cold solution of 2.40 g of sodium hydroxide in 70 ml of water is added 14.46 g (0.06 mol) of 5-cyano-1-(2,6-dimethylphenyl)uracil. Then 100 ml of dichloromethane is added. To this mixture, at 5°, is added 6.6 ml (0.06 mol) of trichloromethane sulphenyl chloride in two volumes of dichloromethane. The mixture is stirred approximately 22 min at 5°. Then the phases are separated and the organic phase is washed with ice cold water. The dichloromethane solution is dried over magnesium sulpha... Reactants: FC=1C(=CN(C1C=1C(=NC=CC1)F)S(=O)(=O)C1=NC(=CC=C1)F)CN(C(OC(C)(C)C)=O)C (tert-butyl ({4-fluoro-5-(2-fluoropyridin-3-yl)-1-[(6-fluoropyridin-2-yl)sulfonyl]-1H-pyrrol-3-yl}methyl)methylcarbamate), C(C)(=O)OCC.Cl (hydrogen chloride-ethyl acetate). The solvent is C(C)O (ethanol). Run at time 1 hour. The product is Cl.FC=1C(=CN(C1C=1C(=NC=CC1)F)S(=O)(=O)C1=NC(=CC=C1)F)CNC (1-{4-fluoro-5-(2-fluoropyridin-3-yl)-1-[(6-fluoropyridin-2-yl)sulfonyl]-1H-pyrrol-3-yl}-N-methylmethanamine hydrochloride). The yield is 53.0%. Reaction SMILES: [F:1][C:2]1[C:3]([CH2:24][N:25](C)[C:26](=O)OC(C)(C)C)=[CH:4][N:5]([S:14]([C:17]2[CH:22]=[CH:21][CH:20]=[C:19]([F:23])[N:18]=2)(=[O:16])=[O:15])[C:6]=1[C:7]1[C:8]([F:13])=[N:9][CH:10]=[CH:11][CH:12]=1.C(OCC)(=O)C.[ClH:40]>C(O)C>[ClH:40].[F:1][C:2]1[C:3]([CH2:24][NH:25][CH3:26])=[CH:4][N:5]([S:14]([C:17]2[CH:22]=[CH:21][CH:20]=[C:19]([F:23])[N:18]=2)(=[O:15])=[O:16])[C:6]=1[C:7]1[C:8]([F:13])=[N:9][CH:10]=[CH:11][CH:12]=1 |f:1.2,4.5|. Procedure: To a solution of tert-butyl ({4-fluoro-5-(2-fluoropyridin-3-yl)-1-[(6-fluoropyridin-2-yl)sulfonyl]-1H-pyrrol-3-yl}methyl)methylcarbamate (48 mg) in ethanol (2 mL) was added 4 mol/L hydrogen chloride-ethyl acetate solution (2 mL), and the mixture was stirred at room temperature for 1 hr. The reaction mixture was concentrated under reduced pressure, and the residue was recrystallized from a mixed solvent of ethyl acetate-ethanol to give the title compound as a white solid (yield 22 mg, 53%). Reaction SMILES: [CH2:33]1[NH:34][CH2:35][CH2:36][O:37][CH2:38]1.[CH3:1][O:2][c:3]1[c:4]([O:17][CH3:18])[c:5]2[c:6]([c:11]([C:13](=[O:14])[O:15][CH3:16])[cH:12]1)[CH:7]=[CH:8][CH2:9][O:10]2.[CH3:20][O:21][CH2:22][CH2:23][O:24][Al+:25][O:26][CH2:27][CH2:28][O:29][CH3:30].[CH3:41][c:42]1[cH:43][cH:44][cH:45][cH:46][cH:47]1.[H-:19].[H-:32].[Na+:31].[Na+:40].[OH-:39]>>[CH3:1][O:2][c:3]1[c:4]([O:17][CH3:18])[c:5]2[c:6]([c:11]([CH:13]=[O:14])[cH:12]1)[CH:7]=[CH:8][CH2:9][O:10]2. Product: COc1cc(C=O)c2c(c1OC)OCC=C2. Reactants: C1COCCN1, COC(=O)c1cc(OC)c(OC)c2c1C=CCO2, COCCO[Al+]OCCOC, Cc1ccccc1, [H-], [H-], [Na+], [Na+], [OH-]. Reactants: C1CCOC1, CC(Oc1ccc(C#N)cn1)C1CN(C(=O)C2CCNCC2)CC1c1ccc(Cl)c(Cl)c1, [H-], N#CCI, [Na+]. Product: CC(Oc1ccc(C#N)cn1)C1CN(C(=O)C2CCN(CC#N)CC2)CC1c1ccc(Cl)c(Cl)c1. As a reaction SMILES: [CH2:39]1[O:40][CH2:41][CH2:42][CH2:43]1.[Cl:1][c:2]1[cH:3][c:4]([CH:9]2[CH:10]([CH:22]([CH3:23])[O:24][c:25]3[n:26][cH:27][c:28]([C:29]#[N:30])[cH:31][cH:32]3)[CH2:11][N:12]([C:14](=[O:15])[CH:16]3[CH2:17][CH2:18][NH:19][CH2:20][CH2:21]3)[CH2:13]2)[cH:5][cH:6][c:7]1[Cl:8].[H-:34].[I:35][CH2:36][C:37]#[N:38].[Na+:33]>>[Cl:1][c:2]1[cH:3][c:4]([CH:9]2[CH:10]([CH:22]([CH3:23])[O:24][c:25]3[n:26][cH:27][c:28]([C:29]#[N:30])[cH:31][cH:32]3)[CH2:11][N:12]([C:14](=[O:15])[CH:16]3[CH2:17][CH2:18][N:19]([CH2:36][C:37]#[N:38])[CH2:20][CH2:21]3)[CH2:13]2)[cH:5][cH:6][c:7]1[Cl:8].